From a dataset of the Open Reaction Database (ORD), a public repository of structured organic reaction records. describe an organic reaction: reactants, conditions, products, and yield The reactants are O=C(n1ccnc1)n1ccnc1, C1COCCN1, CN(C)C=O, O=C(O)c1ncc(Oc2ccc3c(c2)CCN(C2CCC2)CC3)cn1. Yields the product O=C(c1ncc(Oc2ccc3c(c2)CCN(C2CCC2)CC3)cn1)N1CCOCC1. RXN SMILES: [C:26]([n:27]1[cH:28][cH:29][n:30][cH:31]1)([n:32]1[cH:33][cH:34][n:35][cH:36]1)=[O:37].[CH2:38]1[CH2:39][O:40][CH2:41][CH2:42][NH:43]1.[CH3:44][N:45]([CH3:46])[CH:47]=[O:48].[CH:1]1([N:5]2[CH2:6][CH2:7][c:8]3[c:9]([cH:12][cH:13][c:14]([O:16][c:17]4[cH:18][n:19][c:20]([C:23](=[O:24])[OH:25])[n:21][cH:22]4)[cH:15]3)[CH2:10][CH2:11]2)[CH2:2][CH2:3][CH2:4]1>>[CH:1]1([N:5]2[CH2:6][CH2:7][c:8]3[c:9]([cH:12][cH:13][c:14]([O:16][c:17]4[cH:18][n:19][c:20]([C:23](=[O:24])[N:43]5[CH2:38][CH2:39][O:40][CH2:41][CH2:42]5)[n:21][cH:22]4)[cH:15]3)[CH2:10][CH2:11]2)[CH2:2][CH2:3][CH2:4]1. Reactants: C1(CC1)C=1C(=CC(=NC1)C(=O)O)OCC(F)(F)F (5-Cyclopropyl-4-(2,2,2-trifluoro-ethoxy)-pyridine-2-carboxylic acid), NC1(CS(C1)(=O)=O)CC(=O)N (2-(3-amino-1,1-dioxo-thietan-3-yl)acetamide). The product is NC(CC1(CS(C1)(=O)=O)NC(=O)C1=NC=C(C(=C1)OCC(F)(F)F)C1CC1)=O (N-[3-(2-amino-2-oxoethyl)-1,1-dioxothietan-3-yl]-5-cyclopropyl-4-(2,2,2-trifluoroethoxy)pyridine-2-carboxamide). Reaction SMILES: [CH:1]1([C:4]2[C:5]([O:13][CH2:14][C:15]([F:18])([F:17])[F:16])=[CH:6][C:7]([C:10]([OH:12])=O)=[N:8][CH:9]=2)[CH2:3][CH2:2]1.[NH2:19][C:20]1([CH2:26][C:27]([NH2:29])=[O:28])[CH2:23][S:22](=[O:25])(=[O:24])[CH2:21]1>>[NH2:29][C:27](=[O:28])[CH2:26][C:20]1([NH:19][C:10]([C:7]2[CH:6]=[C:5]([O:13][CH2:14][C:15]([F:18])([F:17])[F:16])[C:4]([CH:1]3[CH2:2][CH2:3]3)=[CH:9][N:8]=2)=[O:12])[CH2:21][S:22](=[O:24])(=[O:25])[CH2:23]1. Reported procedure: The title compound was synthesized in analogy to Example 112e, using 5-Cyclopropyl-4-(2,2,2-trifluoro-ethoxy)-pyridine-2-carboxylic acid (Example 48c) and 2-(3-amino-1,1-dioxo-thietan-3-yl)acetamide (example 160d) as starting materials and isolated (130 mg, 43%); MS (ESI, m/z): 422.2 (M+H+). Starting materials: CCOC(=O)COc1ccc(SCc2cc(C#Cc3ccc(S(C)(=O)=O)cc3)cc(OCC(C)C)c2)cc1C, CCO, Cl, [Na+], [OH-]. The product is Cc1cc(SCc2cc(C#Cc3ccc(S(C)(=O)=O)cc3)cc(OCC(C)C)c2)ccc1OCC(=O)O. RXN SMILES: [CH2:1]([CH3:2])[O:3][C:4]([CH2:5][O:6][c:7]1[c:8]([CH3:38])[cH:9][c:10]([S:13][CH2:14][c:15]2[cH:16][c:17]([O:33][CH2:34][CH:35]([CH3:36])[CH3:37])[cH:18][c:19]([C:21]#[C:22][c:23]3[cH:24][cH:25][c:26]([S:29](=[O:30])(=[O:31])[CH3:32])[cH:27][cH:28]3)[cH:20]2)[cH:11][cH:12]1)=[O:39].[CH3:43][CH2:44][OH:45].[ClH:42].[Na+:41].[OH-:40]>>[O:3]=[C:4]([CH2:5][O:6][c:7]1[c:8]([CH3:38])[cH:9][c:10]([S:13][CH2:14][c:15]2[cH:16][c:17]([O:33][CH2:34][CH:35]([CH3:36])[CH3:37])[cH:18][c:19]([C:21]#[C:22][c:23]3[cH:24][cH:25][c:26]([S:29](=[O:30])(=[O:31])[CH3:32])[cH:27][cH:28]3)[cH:20]2)[cH:11][cH:12]1)[OH:39]. The reactants are NC1=NC2=C(N1)C=CC(=C2)OC2=CC=C(C=C2)NC(=O)NC2=C(C=CC(=C2)C(F)(F)F)F (2-amino-5-(4-((2-fluoro-5-(trifluoromethyl)phenyl)aminocarbonylamino)phenoxy)-1H-benzimidazole), CS(=O)(=O)Cl (methanesulfonyl chloride), O (H2O), CO (MeOH). Solvent: N1=CC=CC=C1 (pyridine). Run at time 7 day. Product: FC1=C(C=C(C=C1)C(F)(F)F)NC(=O)NC1=CC=C(OC2=CC3=C(NC(=N3)NS(=O)(=O)C)C=C2)C=C1 (N-(5-(4-((2-Fluoro-5-(trifluoromethyl)phenyl)aminocarbonylamino)phenoxy)-1H-benzimidazol-2-yl)methanesulfonamide). Yield: 40.0%. Reaction SMILES: [NH2:1][C:2]1[NH:6][C:5]2[CH:7]=[CH:8][C:9]([O:11][C:12]3[CH:17]=[CH:16][C:15]([NH:18][C:19]([NH:21][C:22]4[CH:27]=[C:26]([C:28]([F:31])([F:30])[F:29])[CH:25]=[CH:24][C:23]=4[F:32])=[O:20])=[CH:14][CH:13]=3)=[CH:10][C:4]=2[N:3]=1.[CH3:33][S:34](Cl)(=[O:36])=[O:35].O.CO>N1C=CC=CC=1>[F:32][C:23]1[CH:24]=[CH:25][C:26]([C:28]([F:31])([F:29])[F:30])=[CH:27][C:22]=1[NH:21][C:19]([NH:18][C:15]1[CH:14]=[CH:13][C:12]([O:11][C:9]2[CH:8]=[CH:7][C:5]3[NH:6][C:2]([NH:1][S:34]([CH3:33])(=[O:36])=[O:35])=[N:3][C:4]=3[CH:10]=2)=[CH:17][CH:16]=1)=[O:20]. Procedure: 2-amino-5-(4-((2-fluoro-5-(trifluoromethyl)phenyl)aminocarbonylamino)phenoxy)-1H-benzimidazole (the product of Example 22–600 mg) and methanesulfonyl chloride (5 equiv.) in pyridine was stirred at room temperature for 2 days. The resulting mixture was treated with K2C03 (10 equiv.) and H2O (10 mL) and MeOH (10 mL), and heated at 60 C. for 7 days. The crude solid was collected by filtration. Recrystallization from hot MeOH afforded the title compound (280 mg, 40%); Reactants: COc1cc2ncnc(Oc3ccc(N)cc3)c2cc1OC, CO, ClC(Cl)Cl, O=C=Nc1ccc(F)cc1. The product is COc1cc2ncnc(Oc3ccc(NC(=O)Nc4ccc(F)cc4)cc3)c2cc1OC. As a reaction SMILES: [CH3:1][O:2][c:3]1[cH:4][c:5]2[c:6]([O:15][c:16]3[cH:17][cH:18][c:19]([NH2:20])[cH:21][cH:22]3)[n:7][cH:8][n:9][c:10]2[cH:11][c:12]1[O:13][CH3:14].[CH3:33][OH:34].[CH:35]([Cl:36])([Cl:37])[Cl:38].[F:23][c:24]1[cH:25][cH:26][c:27]([N:30]=[C:31]=[O:32])[cH:28][cH:29]1>>[CH3:1][O:2][c:3]1[cH:4][c:5]2[c:6]([O:15][c:16]3[cH:17][cH:18][c:19]([NH:20][C:31]([NH:30][c:27]4[cH:26][cH:25][c:24]([F:23])[cH:29][cH:28]4)=[O:32])[cH:21][cH:22]3)[n:7][cH:8][n:9][c:10]2[cH:11][c:12]1[O:13][CH3:14]. The reactants are ClC=1SC(=C(N1)C1=CC=CC=C1)CCC(=O)OC (methyl 3-(2-chloro-4-phenyl-5-thiazolyl)propionate), OC1=CC=C(C=C1)S (4-hydroxythiophenol), C([O-])([O-])=O.[K+].[K+] (potassium carbonate), CN(C=O)C (N,N-dimethylformamide). The solvent is O (water). Run at time 5 hour. The product is OC1=CC=C(C=C1)SC=1SC(=C(N1)C1=CC=CC=C1)CCC(=O)OC (methyl 3-[2-(4-hydroxyphenylthio)-4-phenyl-5-thiazolyl]propionate). The yield is 92.6%. RXN SMILES: Cl[C:2]1[S:3][C:4]([CH2:13][CH2:14][C:15]([O:17][CH3:18])=[O:16])=[C:5]([C:7]2[CH:12]=[CH:11][CH:10]=[CH:9][CH:8]=2)[N:6]=1.[OH:19][C:20]1[CH:25]=[CH:24][C:23]([SH:26])=[CH:22][CH:21]=1.C(=O)([O-])[O-].[K+].[K+].CN(C)C=O>O>[OH:19][C:20]1[CH:25]=[CH:24][C:23]([S:26][C:2]2[S:3][C:4]([CH2:13][CH2:14][C:15]([O:17][CH3:18])=[O:16])=[C:5]([C:7]3[CH:12]=[CH:11][CH:10]=[CH:9][CH:8]=3)[N:6]=2)=[CH:22][CH:21]=1 |f:2.3.4|. Reported procedure: A mixture of methyl 3-(2-chloro-4-phenyl-5-thiazolyl)propionate (380 mg), 4-hydroxythiophenol (341 mg), potassium carbonate (373 mg) and N,N-dimethylformamide (7 ml) was stirred at room temperature for 5 hrs. The reaction mixture was poured into water and the mixture was extracted with ethyl acetate. The organic layer was washed successively with dilute hydrochloric acid and saturated brine, dried over anhydrous magnesium sulfate, and-concentrated to give methyl 3-[2-(4-hydroxyphenylthio)-4-phen... Starting materials: [N-]1N=CC=C1.[Na+] (sodium pyrazolide), COC1=C(C#N)C(=CC=C1)F (2-methoxy-6-fluorobenzonitrile), ice water. Solvent: CN(C)C(=O)N1CC1 (N,N-dimethylethyleneurea), CN(C)C(=O)N1CC1 (N, N-dimethylethyleneurea). Conditions: temperature 60 celsius, time 2 hour. Product: COC1=C(C#N)C(=CC=C1)N1N=CC=C1 (2-Methoxy-6-(Pyrazol-l-yl)-Benzonitrile). The yield is 68.2%. Reaction SMILES: [N-:1]1[CH:5]=[CH:4][CH:3]=[N:2]1.[Na+].[CH3:7][O:8][C:9]1[CH:16]=[CH:15][CH:14]=[C:13](F)[C:10]=1[C:11]#[N:12]>CN(C(N1CC1)=O)C>[CH3:7][O:8][C:9]1[CH:16]=[CH:15][CH:14]=[C:13]([N:1]2[CH:5]=[CH:4][CH:3]=[N:2]2)[C:10]=1[C:11]#[N:12] |f:0.1|. Procedure details: At 50° C. and under a nitrogen blanket, a solution of 0.273 mol of sodium pyrazolide (prepared from equimolar amounts of pyrazole and sodium hydride) in 140 ml of N,N-dimethylethyleneurea is dripped into a solution of 41,2 g (0.273 mol) of 2-methoxy-6-fluorobenzonitrile (preparation: J. Heterocycl. Chem., 25, 1173, 1988) in 50 mi of N, N-dimethylethyleneurea, and the mixture is stirred for 2 hours at 60° C. The batch is cooled and stirred into 4 liters of ice water, and the crystals which precip...